From a dataset of the Open Reaction Database (ORD), a public repository of structured organic reaction records. describe an organic reaction: reactants, conditions, products, and yield Reactants: N#CC1CC(F)CN1C(=O)CNC12CCC(C(=O)O)(CC1)CC2, NCC1CCCC1, Cl. The product is N#CC1CC(F)CN1C(=O)CNC12CCC(C(=O)NCC3CCCC3)(CC1)CC2. RXN SMILES: [C:1](=[O:2])([OH:3])[C:4]12[CH2:5][CH2:6][C:7]([NH:12][CH2:13][C:14](=[O:15])[N:16]3[CH:17]([C:22]#[N:23])[CH2:18][CH:19]([F:21])[CH2:20]3)([CH2:8][CH2:9]1)[CH2:10][CH2:11]2.[CH:25]1([CH2:30][NH2:31])[CH2:26][CH2:27][CH2:28][CH2:29]1.[ClH:24]>>[C:1](=[O:3])([C:4]12[CH2:5][CH2:6][C:7]([NH:12][CH2:13][C:14](=[O:15])[N:16]3[CH:17]([C:22]#[N:23])[CH2:18][CH:19]([F:21])[CH2:20]3)([CH2:8][CH2:9]1)[CH2:10][CH2:11]2)[NH:31][CH2:30][CH:25]1[CH2:26][CH2:27][CH2:28][CH2:29]1. Reactants: CNC1=C(C(=C(C(=C1[N+](=O)[O-])C)OC(C)=O)C)C (N-methyl-4-acetoxy-2,3,5-trimethyl-6-nitroaniline), [H][H] (hydrogen). The reagents and catalysts are [Pt]=O (platinum oxide). Solvent: C(C)O (ethanol), C(C)(=O)OCC (ethyl acetate). Run at time 3.5 hour. Product: C(C)(=O)OC1=C(C(=C(C(=C1C)C)NC)N)C (4-Acetoxy-N-Methyl-3,5,6-trimethyl-1,2-phenylene-diamine). Yield: 55.7%. Reaction SMILES: [CH3:1][NH:2][C:3]1[C:8]([N+:9]([O-])=O)=[C:7]([CH3:12])[C:6]([O:13][C:14](=[O:16])[CH3:15])=[C:5]([CH3:17])[C:4]=1[CH3:18].[H][H]>C(O)C.C(OCC)(=O)C.[Pt]=O>[C:14]([O:13][C:6]1[C:5]([CH3:17])=[C:4]([CH3:18])[C:3]([NH:2][CH3:1])=[C:8]([NH2:9])[C:7]=1[CH3:12])(=[O:16])[CH3:15]. Procedure: A solution of 2.65 g of N-methyl-4-acetoxy-2,3,5-trimethyl-6-nitroaniline [prepared as described in step (i) above] in a mixture of 20 ml ethanol and 20 ml of ethyl acetate was shaken at room temperature for 3.5 hours and then at 40° C. for 3 hours in an atmosphere of hydrogen and in the presence of 0.2 g of platinum oxide. At the end of this time, the reaction mixture was filtered to remove the platinum oxide and the filtrate was freed from the solvent by distillation under reduced pressure. Th...